The task is: describe an organic reaction: reactants, conditions, products, and yield. This data is from the Open Reaction Database (ORD), a public repository of structured organic reaction records. The reactants are C(C)OCC (Diethyl ether), C(C)(C)(C)OC(=O)N[C@@H](CCCC(=O)OC)CO ((S)-methyl 5-(tert-butoxycarbonylamino)-6-hydroxyhexanoate), N1C=NC=C1 (imidazole), [Si](C)(C)(C(C)(C)C)Cl (TBS-Cl). The solvent is [Cl-].[Na+].O (brine), CN(C)C=O (DMF). Run at time 30 minute. Product: C(C)(C)(C)OC(=O)N[C@@H](CCCC(=O)OC)CO[Si](C)(C)C(C)(C)C ((S)-methyl 5-(tert-butoxycarbonylamino)-6-(tert-butyldimethylsilyloxy)hexanoate). Isolated yield 92.0%. As a reaction SMILES: [C:1]([O:5][C:6]([NH:8][C@H:9]([CH2:17][OH:18])[CH2:10][CH2:11][CH2:12][C:13]([O:15][CH3:16])=[O:14])=[O:7])([CH3:4])([CH3:3])[CH3:2].N1C=CN=C1.[Si:24](Cl)([C:27]([CH3:30])([CH3:29])[CH3:28])([CH3:26])[CH3:25].C(OCC)C>CN(C=O)C.[Cl-].[Na+].O>[C:1]([O:5][C:6]([NH:8][C@H:9]([CH2:17][O:18][Si:24]([C:27]([CH3:30])([CH3:29])[CH3:28])([CH3:26])[CH3:25])[CH2:10][CH2:11][CH2:12][C:13]([O:15][CH3:16])=[O:14])=[O:7])([CH3:3])([CH3:2])[CH3:4] |f:5.6.7|. Reported procedure: To a solution of (S)-methyl 5-(tert-butoxycarbonylamino)-6-hydroxyhexanoate (12 g, 46 mmol) in DMF (100 mL) was added imidazole (7.8 g, 115 mmol, 2.5 equiv.). TBS-Cl (8.25 g, 55 mmol, 1.2 equiv.) was then added in 3 portions. The reaction was complete in 30 min. Diethyl ether (200 mL) and brine (300 mL) were added to the reaction solution. The organic layer was further washed with brine (300 mL), dried, and concentrated to give (S)-methyl 5-(tert-butoxycarbonylamino)-6-(tert-butyldimethylsilylox... The reactants are B(Br)(Br)Br (boron tribromide), NC1=CC=C2C(C(=C(OC2=C1OC)C(C)C)C1=CC=C(C=C1)Cl)=O (7-amino-3-(4-chlorophenyl)-2-isopropyl-8-methoxy-chromen-4-one), O (water). Solvent: C(Cl)Cl (methylene chloride). Run at temperature -78 celsius, time 45 minute. Product: NC1=CC=C2C(C(=C(OC2=C1O)C(C)C)C1=CC=C(C=C1)Cl)=O (7-Amino-3-(4-chlorophenyl)-8-hydroxy-2-isopropyl-chromen-4-one). RXN SMILES: [NH2:1][C:2]1[C:11]([O:12]C)=[C:10]2[C:5]([C:6](=[O:24])[C:7]([C:17]3[CH:22]=[CH:21][C:20]([Cl:23])=[CH:19][CH:18]=3)=[C:8]([CH:14]([CH3:16])[CH3:15])[O:9]2)=[CH:4][CH:3]=1.B(Br)(Br)Br.O>C(Cl)Cl>[NH2:1][C:2]1[C:11]([OH:12])=[C:10]2[C:5]([C:6](=[O:24])[C:7]([C:17]3[CH:18]=[CH:19][C:20]([Cl:23])=[CH:21][CH:22]=3)=[C:8]([CH:14]([CH3:15])[CH3:16])[O:9]2)=[CH:4][CH:3]=1. Reported procedure: A stirred solution of 7-amino-3-(4-chlorophenyl)-2-isopropyl-8-methoxy-chromen-4-one (0.178 g, 0.52 mmol) in methylene chloride (5 ml) under an argon atmosphere is cooled to −78° C. and treated with boron tribromide (1M solution in methylene chloride, 3.2 ml, 3.2 mmol, 6.2 eq.). The reaction mixture is stirred at −78° C. for 1 h and at room temperature for 45 min, whereupon HPLC analysis indicates that the reaction is complete. The reaction mixture is treated with water (32 ml) and stirred at am... Reactants: O=C([O-])O, CC[SiH](CC)CC, Cc1cc(-c2nnn(C)n2)cc(C)c1OCCCC(O)c1cc2cccnc2[nH]1, [Na+], O, O=C(O)C(F)(F)F. Yields the product Cc1cc(-c2nnn(C)n2)cc(C)c1OCCCCc1cc2cccnc2[nH]1. RXN SMILES: [C:38](=[O:39])([OH:40])[O-:41].[CH2:1]([SiH:2]([CH2:3][CH3:4])[CH2:5][CH3:6])[CH3:7].[CH3:8][n:9]1[n:10][c:11](-[c:14]2[cH:15][c:16]([CH3:36])[c:17]([O:18][CH2:19][CH2:20][CH2:21][CH:22]([OH:23])[c:24]3[nH:25][c:26]4[n:27][cH:28][cH:29][cH:30][c:31]4[cH:32]3)[c:33]([CH3:35])[cH:34]2)[n:12][n:13]1.[Na+:42].[OH2:37].[OH:43][C:44]([C:45]([F:46])([F:47])[F:48])=[O:49]>>[CH3:8][n:9]1[n:10][c:11](-[c:14]2[cH:15][c:16]([CH3:36])[c:17]([O:18][CH2:19][CH2:20][CH2:21][CH2:22][c:24]3[nH:25][c:26]4[n:27][cH:28][cH:29][cH:30][c:31]4[cH:32]3)[c:33]([CH3:35])[cH:34]2)[n:12][n:13]1. Reactants: BrC1=C(C=C(C=C1)B1OC(C(O1)(C)C)(C)C)C(F)(F)F (2-[4-bromo-3-(trifluoromethyl)phenyl]-4,4,5,5-tetramethyl-1,3,2-dioxaborolane), [Rh(R-BINAP)(nbd)]BF4, C1(C=CCC1)=O (2-cyclopenten-1-one), CC(C)(C)OC (MTBE). Run in O1CCOCC1 (1,4-dioxane), O (water), C(C)N(CC)CC (triethylamine). Product: BrC1=C(C=C(C=C1)[C@H]1CC(CC1)=O)C(F)(F)F ((R)-3-(4-bromo-3-trifluoromethyl-phenyl)-cyclopentanone). RXN SMILES: [Br:1][C:2]1[CH:7]=[CH:6][C:5](B2OC(C)(C)C(C)(C)O2)=[CH:4][C:3]=1[C:17]([F:20])([F:19])[F:18].CC(OC)(C)C.[C:27]1(=[O:32])[CH2:31][CH2:30][CH:29]=[CH:28]1>O1CCOCC1.O.C(N(CC)CC)C>[Br:1][C:2]1[CH:7]=[CH:6][C:5]([C@@H:29]2[CH2:30][CH2:31][C:27](=[O:32])[CH2:28]2)=[CH:4][C:3]=1[C:17]([F:18])([F:19])[F:20]. Reported procedure: 2-[4-bromo-3-(trifluoromethyl)phenyl]-4,4,5,5-tetramethyl-1,3,2-dioxaborolane (3.0 g, 8.5 mmol) (Preparation 5) and [Rh(R-BINAP)(nbd)]BF4 (155 mg) were dissolved in a de-gassed solution of 2-cyclopenten-1-one (0.70 g) in 1,4-dioxane (12.8 mL), water (2.5 mL), and triethylamine (1.2 mL) in a microwave vial and irradiated in a microwave reactor at 120° C. for 5 min. MTBE was added and the mixture was washed 3 times with water. The organic phase was dried, concentrated under reduced pressure and pu... The reactants are FC(C=1NC=2C(=C3OC(CCC3=CC2)COS(=O)(=O)C2=CC=C(C=C2)C)N1)(F)F (toluene-4-sulfonic acid 2-trifluoromethyl-3,6,7,8-tetrahydro-9-oxa-1,3-diaza-cyclopenta[a]naphthalen-8-ylmethyl ester), C(C1=CC=CC=C1)N (benzylamine), O (water). The solvent is CS(=O)C (dimethyl sulfoxide). Conditions: temperature 80 celsius, time 6 hour. Yields the product C(C1=CC=CC=C1)NCC1CCC2=CC=C3C(=C2O1)NC(=N3)C(F)(F)F (Benzyl-(2-trifluoromethyl-1,6,7,8-tetrahydro-9-oxa-1,3-diaza-cyclopenta[a]naphthalen-8-ylmethyl)-amine). Yield: 173.8%. RXN SMILES: [F:1][C:2]([F:29])([F:28])[C:3]1[NH:4][C:5]2[C:6]([N:27]=1)=[C:7]1[C:12](=[CH:13][CH:14]=2)[CH2:11][CH2:10][CH:9]([CH2:15]OS(C2C=CC(C)=CC=2)(=O)=O)[O:8]1.[CH2:30]([NH2:37])[C:31]1[CH:36]=[CH:35][CH:34]=[CH:33][CH:32]=1.O>CS(C)=O>[CH2:30]([NH:37][CH2:15][CH:9]1[O:8][C:7]2[C:12](=[CH:13][CH:14]=[C:5]3[N:4]=[C:3]([C:2]([F:29])([F:28])[F:1])[NH:27][C:6]3=2)[CH2:11][CH2:10]1)[C:31]1[CH:36]=[CH:35][CH:34]=[CH:33][CH:32]=1. Procedure details: To a solution of toluene-4-sulfonic acid 2-trifluoromethyl-3,6,7,8-tetrahydro-9-oxa-1,3-diaza-cyclopenta[a]naphthalen-8-ylmethyl ester (213 mg, 0.5 mmol) in dimethyl sulfoxide (20 mL) was added benzylamine (268 mg, 2.5 mmol). The reaction mixture was stirred at 80° C. for 6 h, cooled to room temperature and then poured into water (20 mL), extracted with chloroform (3×30 mL) dried over anhydrous Na2SO4. Purification by chromatography (ethyl acetate) provided 314 mg (87%) of the title compound whi... The reactants are P(=O)([O-])(O)O.[K+] (mono-potassium phosphate), [O-2].[Mg+2] (magnesium oxide), fine sand. The solvent is O (Water). Run at time 1 minute. Product: P(=O)([O-])([O-])[O-].[Mg+2].P(=O)([O-])([O-])[O-].[Mg+2].[Mg+2] (magnesium phosphate). As a reaction SMILES: [P:1]([OH:5])([OH:4])([O-:3])=[O:2].[K+].[O-2].[Mg+2:8]>O>[P:1]([O-:5])([O-:4])([O-:3])=[O:2].[Mg+2:8].[P:1]([O-:5])([O-:4])([O-:3])=[O:2].[Mg+2:8].[Mg+2:8] |f:0.1,2.3,5.6.7.8.9|. Reported procedure: This example illustrates that the coating can be applied to organic substrates. A magnesium phosphate coating composition was prepared by combining 60 grams of mono-potassium phosphate crystals (maximum size 300 microns), 20 grams of magnesium oxide powder (maximum size 100 microns), and 50 grams fine sand (maximum size 500 microns). The components were blended in high shear mixer for 1 minute and allowed to cool for 10 minutes. Water in the amount of 35 grams was added to this mixture. The comp... Yields the product OC1=C(C(=NC=2N1N=C1C=CC=CC21)C)CC(=O)OC (methyl 2-(4-hydroxy-2-methylpyrimido[1,2-b]indazol-3-yl)acetate). The yield is 65.9%. Procedure: A mixture of a dimethyl acetylsuccinate (1.55 g; 8.27 mmol) and 1H-indazol-3-amine (1 g; 7.5 mmol) in toluene (7.5 mL) was heated to reflux under a Dean Stark system for 48 h. The precipitate was filtered-off, washed with toluene and diethylether to afford 1.34 g (67%) of methyl 2-(4-hydroxy-2-methylpyrimido[1,2-b]indazol-3-yl)acetate, which was used for the next step without any further purification. ESI/APCI(+): 272 (M+H). As a reaction SMILES: [C:1]([CH:4]([CH2:9][C:10]([O:12][CH3:13])=[O:11])[C:5]([O:7]C)=O)(=O)[CH3:2].[NH:14]1[C:22]2[C:17](=[CH:18][CH:19]=[CH:20][CH:21]=2)[C:16]([NH2:23])=[N:15]1>C1(C)C=CC=CC=1>[OH:7][C:5]1[N:15]2[N:14]=[C:22]3[C:17]([CH:18]=[CH:19][CH:20]=[CH:21]3)=[C:16]2[N:23]=[C:1]([CH3:2])[C:4]=1[CH2:9][C:10]([O:12][CH3:13])=[O:11]. Run in C1(=CC=CC=C1)C (toluene). Starting materials: C(C)(=O)C(C(=O)OC)CC(=O)OC (dimethyl acetylsuccinate), N1N=C(C2=CC=CC=C12)N (1H-indazol-3-amine).